Dataset: the Open Reaction Database (ORD), a public repository of structured organic reaction records. Task: describe an organic reaction: reactants, conditions, products, and yield Starting materials: N#Cc1ccc(OCc2ccccc2)c(CN=[N+]=[N-])c1, C1CCOC1, [NH4+], [OH-], c1ccc(P(c2ccccc2)c2ccccc2)cc1. Product: N#Cc1ccc(OCc2ccccc2)c(CN)c1. Reaction SMILES: [CH2:20]([c:21]1[cH:22][cH:23][cH:24][cH:25][cH:26]1)[O:27][c:28]1[c:29]([CH2:30][N:31]=[N+:32]=[N-:33])[cH:34][c:35]([C:38]#[N:39])[cH:36][cH:37]1.[CH2:42]1[O:43][CH2:44][CH2:45][CH2:46]1.[NH4+:40].[OH-:41].[c:1]1([P:2]([c:3]2[cH:4][cH:5][cH:6][cH:7][cH:8]2)[c:9]2[cH:10][cH:11][cH:12][cH:13][cH:14]2)[cH:15][cH:16][cH:17][cH:18][cH:19]1>>[CH2:20]([c:21]1[cH:22][cH:23][cH:24][cH:25][cH:26]1)[O:27][c:28]1[c:29]([CH2:30][NH2:31])[cH:34][c:35]([C:38]#[N:39])[cH:36][cH:37]1. The reactants are ClC(Cl)Cl, O=S(=O)(O)Cl, Cc1c(S(=O)(=O)[O-])sc2cc(Cl)c(F)cc12, [Na+]. Product: Cc1c(S(=O)(=O)Cl)sc2cc(Cl)c(F)cc12. Reaction SMILES: [CH:23]([Cl:24])([Cl:25])[Cl:26].[Cl:18][S:19]([OH:20])(=[O:21])=[O:22].[Cl:2][c:3]1[c:4]([F:17])[cH:5][c:6]2[c:7]([s:8][c:9]([S:12](=[O:13])(=[O:14])[O-:15])[c:10]2[CH3:11])[cH:16]1.[Na+:1]>>[Cl:2][c:3]1[c:4]([F:17])[cH:5][c:6]2[c:7]([s:8][c:9]([S:12](=[O:13])(=[O:14])[Cl:18])[c:10]2[CH3:11])[cH:16]1.